Dataset: the Open Reaction Database (ORD), a public repository of structured organic reaction records. Task: describe an organic reaction: reactants, conditions, products, and yield The reactants are ClC=1C=CC(=C(C1)C1=CC(N(C=C1OC)C(C(=O)NC=1C=CC2=C(NC(=N2)C(=O)OCC)C1)C(C)C)=O)C#N (ethyl 6-({2-[4-(5-chloro-2-cyanophenyl)-5-methoxy-2-oxopyridin-1(2H)-yl]-3-methylbutanoyl}amino)-1H-benzimidazole-2-carboxylate), [OH-].[Li+] (lithium hydroxide). The product is ClC=1C=CC(=C(C1)C1=CC(N(C=C1OC)C(C(=O)NC=1C=CC2=C(NC(=N2)C(=O)O)C1)C(C)C)=O)C#N (6-({2-[4-(5-Chloro-2-cyanophenyl)-5-methoxy-2-oxopyridin-1(2H)-yl]-3-methylbutanoyl}amino)-1H-benzimidazole-2-carboxylic acid). As a reaction SMILES: [Cl:1][C:2]1[CH:3]=[CH:4][C:5]([C:38]#[N:39])=[C:6]([C:8]2[C:13]([O:14][CH3:15])=[CH:12][N:11]([CH:16]([CH:34]([CH3:36])[CH3:35])[C:17]([NH:19][C:20]3[CH:21]=[CH:22][C:23]4[N:27]=[C:26]([C:28]([O:30]CC)=[O:29])[NH:25][C:24]=4[CH:33]=3)=[O:18])[C:10](=[O:37])[CH:9]=2)[CH:7]=1.[OH-].[Li+]>>[Cl:1][C:2]1[CH:3]=[CH:4][C:5]([C:38]#[N:39])=[C:6]([C:8]2[C:13]([O:14][CH3:15])=[CH:12][N:11]([CH:16]([CH:34]([CH3:36])[CH3:35])[C:17]([NH:19][C:20]3[CH:21]=[CH:22][C:23]4[N:27]=[C:26]([C:28]([OH:30])=[O:29])[NH:25][C:24]=4[CH:33]=3)=[O:18])[C:10](=[O:37])[CH:9]=2)[CH:7]=1 |f:1.2|. Reported procedure: 130 mg (237 μmol) of ethyl 6-({2-[4-(5-chloro-2-cyanophenyl)-5-methoxy-2-oxopyridin-1(2H)-yl]-3-methylbutanoyl}amino)-1H-benzimidazole-2-carboxylate (racemate) were hydrolysed with lithium hydroxide according to General Method 3. Yield: 56 mg (44% of theory) Procedure: A solution of 2,3,5-trimethyl-1H-pyrrolo[2,3-d]-pyridazin-4(5H)-one (354 mg) in DMF (30 ml) was dripped into a suspension of 60% sodium hydride-oil (96 mg) in DMF (8 ml) on an ice-water bath. The mixture was stirred at room temperature for 1 hour, after which a solution of 4-(4-fluorobenzoyl)benzyl bromide (645 mg) in DMF (15 ml) was added and the mixture was further stirred at room temperature for 2 hours. The reaction was stopped by adding water and the reaction mixture was extracted with ethy... Product: FC1=CC=C(C(=O)C2=CC=C(CN3C(=C(C4=C3C=NN(C4=O)C)C)C)C=C2)C=C1 (1-[4-(4-Fluorobenzoyl)benzyl]-2,3,5-trimethyl-1H-pyrrolo [2,3-d]pyridazin-4(5H)-one). Reactants: FC1=CC=C(C(=O)C2=CC=C(CBr)C=C2)C=C1 (4-(4-fluorobenzoyl)benzyl bromide), CC1=C(C2=C(C=NN(C2=O)C)N1)C (2,3,5-trimethyl-1H-pyrrolo[2,3-d]-pyridazin-4(5H)-one), [H-].[Na+] (sodium hydride), O (water). Isolated yield 80.7%. The solvent is CN(C)C=O (DMF), CN(C)C=O (DMF), CN(C)C=O (DMF). Reaction conditions: time 1 hour. As a reaction SMILES: [CH3:1][C:2]1[NH:12][C:5]2[CH:6]=[N:7][N:8]([CH3:11])[C:9](=[O:10])[C:4]=2[C:3]=1[CH3:13].[H-].[Na+].[F:16][C:17]1[CH:32]=[CH:31][C:20]([C:21]([C:23]2[CH:30]=[CH:29][C:26]([CH2:27]Br)=[CH:25][CH:24]=2)=[O:22])=[CH:19][CH:18]=1.O>CN(C=O)C>[F:16][C:17]1[CH:18]=[CH:19][C:20]([C:21]([C:23]2[CH:30]=[CH:29][C:26]([CH2:27][N:12]3[C:5]4[CH:6]=[N:7][N:8]([CH3:11])[C:9](=[O:10])[C:4]=4[C:3]([CH3:13])=[C:2]3[CH3:1])=[CH:25][CH:24]=2)=[O:22])=[CH:31][CH:32]=1 |f:1.2|. Starting materials: C(C)OC(CCNC(C1=CC=C(C=C1)C=1NOC(N1)=O)=O)=O (N-(4-[1,2,4-Oxadiazol-5-onyl]-benzoyl)-β-alanine ethyl ester), [OH-].[Na+] (NaOH). The solvent is O1CCOCC1.O (1,4-dioxane H2O). Conditions: time 3 hour. Product: O1NC(=NC1=O)C1=CC=C(C(=O)NCCC(=O)O)C=C1 (N-(4-[1,2,4-Oxadiazol-5-onyl]-benzoyl)-β-alanine). As a reaction SMILES: C([O:3][C:4](=[O:22])[CH2:5][CH2:6][NH:7][C:8](=[O:21])[C:9]1[CH:14]=[CH:13][C:12]([C:15]2[NH:16][O:17][C:18](=[O:20])[N:19]=2)=[CH:11][CH:10]=1)C.[OH-].[Na+]>O1CCOCC1.O>[O:17]1[C:18](=[O:20])[N:19]=[C:15]([C:12]2[CH:13]=[CH:14][C:9]([C:8]([NH:7][CH2:6][CH2:5][C:4]([OH:22])=[O:3])=[O:21])=[CH:10][CH:11]=2)[NH:16]1 |f:1.2,3.4|. Reported procedure: Compound 3 (0.60 g, 2.0 mmol) was dissolved in a mixture of 1,4-dioxane/H2O (10 mL, 1/1, v/v). Aq. NaOH (2.0 mL, 2N) was added and the mixture was stirred for 3 h at RT. The reaction mixture was neutralized with Dowex H+ and filtered. The filtrate was concentrated under reduced pressure and the resulting white solid was dried under vacuum. Yield 0.51 g (93%).